Dataset: the Open Reaction Database (ORD), a public repository of structured organic reaction records. Task: describe an organic reaction: reactants, conditions, products, and yield Starting materials: compound ( A ), compound [ 5 ], hydroxyl, C(C=C)(=O)OCCO (2-hydroxyethyl acrylate), C(C(=C)C)(=O)OCCO (2-hydroxyethyl methacrylate), C(C=C)(=O)OCC(C)O (2-hydroxypropyl acrylate), C(C(=C)C)(=O)OCC(C)O (2-hydroxypropyl methacrylate), C(C=C)(=O)OCCCO (3-hydroxypropyl acrylate), C(C(=C)C)(=O)OCCCO (3-hydroxypropyl methacrylate), C(C=C)(=O)OCC(CC)O (2-hydroxybutyl acrylate), C(C(=C)C)(=O)OCC(CC)O (2-hydroxybutyl methacrylate), C(C=C)(=O)OCCC(C)O (3-hydroxybutyl acrylate), C(C(=C)C)(=O)OCCC(C)O (3-hydroxybutyl methacrylate), C(C=C)(=O)OCCCCO (4-hydroxybutyl acrylate), C(C(=C)C)(=O)OCCCCO (4-hydroxybutyl methacrylate), dipentaerythritol hexa(meth)acrylate, hexa(meth)acrylate. The product is OCC(CO)(COCC(CO)(CO)CO)CO (dipentaerythritol), C1(CCCCCO1)=O (ε-caprolactone). Reaction SMILES: [C:1]([O:5][CH2:6][CH2:7]O)(=[O:4])[CH:2]=[CH2:3].[C:9](OC[CH2:16][OH:17])(=O)C(C)=C.C(OC[CH:24]([OH:26])C)(=O)C=C.C(OC[CH:34]([OH:36])C)(=O)C(C)=C.[C:37](OCCCO)(=[O:40])C=C.[C:46](OCCCO)(=[O:50])C(C)=C.C(OCC(O)CC)(=[O:59])C=C.C(OCC(O)CC)(=O)C(C)=C.C(OCCC(O)C)(=O)C=C.C(OCCC(O)C)(=O)C(C)=C.C(OCCCCO)(=O)C=C.C(OCCCCO)(=O)C(C)=C>>[OH:40][CH2:37][C:7]([CH2:16][OH:17])([CH2:6][O:5][CH2:1][C:2]([CH2:3][OH:59])([CH2:24][OH:26])[CH2:34][OH:36])[CH2:46][OH:50].[C:1]1(=[O:4])[O:5][CH2:6][CH2:7][CH2:9][CH2:3][CH2:2]1. Procedure details: The compound (A) can also be prepared by polymerization of the reaction product of the compound [5] with an α,β-unsaturated hydroxyl compound, such as 2-hydroxyethyl acrylate, 2-hydroxyethyl methacrylate, 2-hydroxypropyl acrylate, 2-hydroxypropyl methacrylate, 3-hydroxypropyl acrylate, 3-hydroxypropyl methacrylate, 2-hydroxybutyl acrylate, 2-hydroxybutyl methacrylate, 3-hydroxybutyl acrylate, 3-hydroxybutyl methacrylate, 4-hydroxybutyl acrylate, 4-hydroxybutyl methacrylate, dipentaerythritol hex... Product: P(=O)(O)([O-])[O-].[Zr+4].P(=O)(O)([O-])[O-] (zirconium hydrogen phosphate). Reaction SMILES: [OH:1][P:2]([OH:5])([OH:4])=[O:3].S([O-])([O-])(=O)=O.[Zr+4:11].S([O-])([O-])(=O)=O>>[P:2]([O-:5])([O-:4])([OH:3])=[O:1].[Zr+4:11].[P:2]([O-:5])([O-:4])([OH:3])=[O:1] |f:1.2.3,4.5.6|. Reaction conditions: time 48 hour. The reactants are OP(=O)(O)O (H3PO4), OP(=O)(O)O (H3PO4), S(=O)(=O)([O-])[O-].[Zr+4].S(=O)(=O)([O-])[O-] (zirconium sulphate). Procedure details: 93 ml of 10.33M H3PO4 are introduced into a reactor fitted with a condenser and a paddle stirrer. The H3PO4 is then brought to the boil (stirring at 300 rev/minute) using an oil bath on a heating plate, in which the temperature is controlled by means of a contact thermometer. At this point, 0.064 mol of zirconium sulphate is introduced. The pasty product becomes pale yellow (over 1/2 h). The temperature is then lowered to 80° C. and the mixture is left for 48 hours. After cooling, the product ob... Starting materials: CN(C)c1ccncc1, O=C(Cl)C(=O)Cl, ClCCl, Cl, O=C(O)C1CC1c1ccc(C(F)(F)F)nc1N1CCCC1, Cc1cc(C(C)N)ccc1NS(C)(=O)=O, c1ccncc1. Product: Cc1cc(C(C)NC(=O)C2CC2c2ccc(C(F)(F)F)nc2N2CCCC2)ccc1NS(C)(=O)=O. RXN SMILES: [CH3:47][N:48]([c:49]1[cH:50][cH:51][n:52][cH:53][cH:54]1)[CH3:55].[Cl:22][C:23]([C:24]([Cl:25])=[O:26])=[O:27].[Cl:44][CH2:45][Cl:46].[ClH:28].[N:1]1([c:6]2[n:7][c:8]([C:18]([F:19])([F:20])[F:21])[cH:9][cH:10][c:11]2[CH:12]2[CH:13]([C:15](=[O:16])[OH:17])[CH2:14]2)[CH2:2][CH2:3][CH2:4][CH2:5]1.[NH2:29][CH:30]([CH3:31])[c:32]1[cH:33][c:34]([CH3:43])[c:35]([NH:38][S:39](=[O:40])(=[O:41])[CH3:42])[cH:36][cH:37]1.[cH:56]1[cH:57][cH:58][n:59][cH:60][cH:61]1>>[N:1]1([c:6]2[n:7][c:8]([C:18]([F:19])([F:20])[F:21])[cH:9][cH:10][c:11]2[CH:12]2[CH:13]([C:15](=[O:16])[NH:29][CH:30]([CH3:31])[c:32]3[cH:33][c:34]([CH3:43])[c:35]([NH:38][S:39](=[O:40])(=[O:41])[CH3:42])[cH:36][cH:37]3)[CH2:14]2)[CH2:2][CH2:3][CH2:4][CH2:5]1.